From a dataset of the Open Reaction Database (ORD), a public repository of structured organic reaction records. describe an organic reaction: reactants, conditions, products, and yield Reactants: CCO, CCOC(=O)c1cc(C2CC2)ccc1Nc1cncc(C)c1, [Na+], [OH-], O. Yields the product Cc1cncc(Nc2ccc(C3CC3)cc2C(=O)O)c1. RXN SMILES: [CH3:25][CH2:26][OH:27].[CH:1]1([c:4]2[cH:5][cH:6][c:7]([NH:15][c:16]3[cH:17][n:18][cH:19][c:20]([CH3:22])[cH:21]3)[c:8]([C:9](=[O:10])[O:11][CH2:12][CH3:13])[cH:14]2)[CH2:2][CH2:3]1.[Na+:24].[OH-:23].[OH2:28]>>[CH:1]1([c:4]2[cH:5][cH:6][c:7]([NH:15][c:16]3[cH:17][n:18][cH:19][c:20]([CH3:22])[cH:21]3)[c:8]([C:9](=[O:10])[OH:11])[cH:14]2)[CH2:2][CH2:3]1. Reactants: CNc1nccc(-c2cc(NCCCN3C(=O)c4ccccc4C3=O)c3cc(OC)ccc3c2)n1, CCO, NN, O. The product is CNc1nccc(-c2cc(NCCCN)c3cc(OC)ccc3c2)n1. Reaction SMILES: [CH3:1][O:2][c:3]1[cH:4][cH:5][c:6]2[cH:7][c:8](-[c:28]3[n:29][c:30]([NH:34][CH3:35])[n:31][cH:32][cH:33]3)[cH:9][c:10]([NH:13][CH2:14][CH2:15][CH2:16][N:17]3[C:18](=[O:19])[c:20]4[c:21]([cH:22][cH:23][cH:24][cH:25]4)[C:26]3=[O:27])[c:11]2[cH:12]1.[CH3:39][CH2:40][OH:41].[NH2:37][NH2:38].[OH2:36]>>[CH3:1][O:2][c:3]1[cH:4][cH:5][c:6]2[cH:7][c:8](-[c:28]3[n:29][c:30]([NH:34][CH3:35])[n:31][cH:32][cH:33]3)[cH:9][c:10]([NH:13][CH2:14][CH2:15][CH2:16][NH2:17])[c:11]2[cH:12]1. RXN SMILES: [N:1]1[CH:6]=[CH:5][C:4]([C:7](=O)[CH2:8][C:9]([O:11]CC)=O)=[CH:3][CH:2]=1.[NH2:15][C:16]1[CH:20]([N:21]2[C:29](=[O:30])[C:28]3[C:23](=[CH:24][CH:25]=[CH:26][CH:27]=3)[C:22]2=[O:31])[CH2:19][CH2:18][N:17]=1>>[O:11]=[C:9]1[N:17]2[CH2:18][CH2:19][CH:20]([N:21]3[C:29](=[O:30])[C:28]4[C:23](=[CH:24][CH:25]=[CH:26][CH:27]=4)[C:22]3=[O:31])[C:16]2=[N:15][C:7]([C:4]2[CH:3]=[CH:2][N:1]=[CH:6][CH:5]=2)=[CH:8]1. Procedure details: By analogy with the method described in example 1 (step 1.3), using ethyl 3-(4-pyridinyl)-3-oxopropionate (prepared by analogy to the method described in patent DE 2705582) and using 2-(2-amino-4,5-dihydro-3H-pyrrol-3-yl)-isoindole-1,3-dione, the compound was obtained as a white powder. Starting materials: N1=CC=C(C=C1)C(CC(=O)OCC)=O (ethyl 3-(4-pyridinyl)-3-oxopropionate), NC1=NCCC1N1C(C2=CC=CC=C2C1=O)=O (2-(2-amino-4,5-dihydro-3H-pyrrol-3-yl)-isoindole-1,3-dione). The product is O=C1C=C(N=C2N1CCC2N2C(C1=CC=CC=C1C2=O)=O)C2=CC=NC=C2 ((+/−)2-(4-Oxo-2-pyridin-4-yl-4,6,7,8-tetrahydro-pyrrolo[1,2-a]pyrimidin-8-yl)-isoindole-1,3-dione). Starting materials: OC1=CC=C(C=C1)C(C)=O (1-(4-hydroxyphenyl)ethanone), C(C)(=O)O[C@H]1[C@H](SC[C@H]([C@@H]1OC(C)=O)OC(C)=O)Br (2,3,4-tri-O-acetyl-5-thio-α-D-xylopyranosyl bromide). The reagents and catalysts are [N-]1C=NC=C1.[Ag+] (silver imidazolate), [Cl-].[Zn+2].[Cl-] (zinc chloride). The solvent is C(Cl)Cl (methylene chloride). Yields the product C(C)(=O)O[C@H]1[C@H](OC2=CC=C(C=C2)C(C)=O)SC[C@H]([C@@H]1OC(C)=O)OC(C)=O (4-acetylphenyl 2,3,4-tri-O-acetyl-5-thio-β-D-xylopyranoside). Isolated yield 15.9%. As a reaction SMILES: [OH:1][C:2]1[CH:7]=[CH:6][C:5]([C:8](=[O:10])[CH3:9])=[CH:4][CH:3]=1.[C:11]([O:14][C@@H:15]1[C@@H:20]([O:21][C:22](=[O:24])[CH3:23])[C@H:19]([O:25][C:26](=[O:28])[CH3:27])[CH2:18][S:17][C@@H:16]1Br)(=[O:13])[CH3:12]>C(Cl)Cl.[N-]1C=CN=C1.[Ag+].[Cl-].[Zn+2].[Cl-]>[C:11]([O:14][C@@H:15]1[C@@H:20]([O:21][C:22](=[O:24])[CH3:23])[C@H:19]([O:25][C:26](=[O:28])[CH3:27])[CH2:18][S:17][C@H:16]1[O:1][C:2]1[CH:7]=[CH:6][C:5]([C:8](=[O:10])[CH3:9])=[CH:4][CH:3]=1)(=[O:13])[CH3:12] |f:3.4,5.6.7|. Procedure: If the procedure described in Preparation LXXXIII is followed starting from 2 g (14.7.10-3 mol) of 1-(4-hydroxyphenyl)ethanone, 2.8 g (16.10-3 mol) of silver imidazolate, 5.74 g (16.1.10-3 mol) of 2,3,4-tri-O-acetyl-5-thio-α-D-xylopyranosyl bromide and 4 g (29.3.10-3 mol) of zinc chloride in 100 ml of methylene chloride, 0.96 g (yield: 18%) of the expected product is obtained after purification by chromatography on silica gel using a toluene/ethyl acetate mixture (6/1 v/v) as the eluent. Reactants: N#Cc1ccc(C(=O)Cl)cc1, COc1ccc(C(=O)N(C)C2CNCC2c2ccc(Cl)cc2)cc1C(F)(F)F. Yields the product COc1ccc(C(=O)N(C)C2CN(C(=O)c3ccc(C#N)cc3)CC2c2ccc(Cl)cc2)cc1C(F)(F)F. Reaction SMILES: [C:29](#[N:30])[c:31]1[cH:32][cH:33][c:34]([C:35](=[O:36])[Cl:37])[cH:38][cH:39]1.[Cl:1][c:2]1[cH:3][cH:4][c:5]([CH:8]2[CH:9]([N:13]([C:14]([c:15]3[cH:16][c:17]([C:23]([F:24])([F:25])[F:26])[c:18]([O:21][CH3:22])[cH:19][cH:20]3)=[O:27])[CH3:28])[CH2:10][NH:11][CH2:12]2)[cH:6][cH:7]1>>[Cl:1][c:2]1[cH:3][cH:4][c:5]([CH:8]2[CH:9]([N:13]([C:14]([c:15]3[cH:16][c:17]([C:23]([F:24])([F:25])[F:26])[c:18]([O:21][CH3:22])[cH:19][cH:20]3)=[O:27])[CH3:28])[CH2:10][N:11]([C:35]([c:34]3[cH:33][cH:32][c:31]([C:29]#[N:30])[cH:39][cH:38]3)=[O:36])[CH2:12]2)[cH:6][cH:7]1. Reactants: [Br-], O=C([O-])[O-], CCN(C(=O)Cc1ccccc1Br)c1ccccc1, [Cu], [K+], [K+], Nc1c(Cl)cccc1Cl, Cc1ccccc1C. Product: CCN(C(=O)Cc1ccccc1Nc1c(Cl)cccc1Cl)c1ccccc1. As a reaction SMILES: [Br-:35].[C:29](=[O:30])([O-:31])[O-:32].[CH2:1]([CH3:2])[N:3]([C:4]([CH2:5][c:6]1[c:7]([Br:12])[cH:8][cH:9][cH:10][cH:11]1)=[O:13])[c:14]1[cH:15][cH:16][cH:17][cH:18][cH:19]1.[Cu:44].[K+:33].[K+:34].[NH2:20][c:21]1[c:22]([Cl:23])[cH:24][cH:25][cH:26][c:27]1[Cl:28].[c:36]1([CH3:37])[c:38]([CH3:39])[cH:40][cH:41][cH:42][cH:43]1>>[CH2:1]([CH3:2])[N:3]([C:4]([CH2:5][c:6]1[c:7]([NH:20][c:21]2[c:22]([Cl:23])[cH:24][cH:25][cH:26][c:27]2[Cl:28])[cH:8][cH:9][cH:10][cH:11]1)=[O:13])[c:14]1[cH:15][cH:16][cH:17][cH:18][cH:19]1.